From a dataset of the Open Reaction Database (ORD), a public repository of structured organic reaction records. describe an organic reaction: reactants, conditions, products, and yield Reported procedure: 100 mg (0.25 mmol) of the compound from Example 44A and 58 mg (0.50 mmol) of 3-methoxypropanehydrazide were reacted according to the General Method 11A. Yield: 93 mg (75% of theory) The product is COCCC(=O)NNC(=O)C1CN(CC(C1)C1=CC=C(C=C1)OC(F)(F)F)C(=O)N1CCOCC1 (N′-(3-Methoxypropanoyl)-1-(morpholin-4-ylcarbonyl)-5-[4-(trifluoromethoxy)phenyl]piperidine-3-carbohydrazide). Starting materials: N1(CCOCC1)C(=O)N1CC(CC(C1)C1=CC=C(C=C1)OC(F)(F)F)C(=O)O (1-(Morpholin-4-ylcarbonyl)-5-[4-(trifluoromethoxy)phenyl]piperidine-3-carboxylic acid), COCCC(=O)NN (3-methoxypropanehydrazide). As a reaction SMILES: [N:1]1([C:7]([N:9]2[CH2:14][CH:13]([C:15]3[CH:20]=[CH:19][C:18]([O:21][C:22]([F:25])([F:24])[F:23])=[CH:17][CH:16]=3)[CH2:12][CH:11]([C:26]([OH:28])=O)[CH2:10]2)=[O:8])[CH2:6][CH2:5][O:4][CH2:3][CH2:2]1.[CH3:29][O:30][CH2:31][CH2:32][C:33]([NH:35][NH2:36])=[O:34]>>[CH3:29][O:30][CH2:31][CH2:32][C:33]([NH:35][NH:36][C:26]([CH:11]1[CH2:12][CH:13]([C:15]2[CH:20]=[CH:19][C:18]([O:21][C:22]([F:24])([F:23])[F:25])=[CH:17][CH:16]=2)[CH2:14][N:9]([C:7]([N:1]2[CH2:2][CH2:3][O:4][CH2:5][CH2:6]2)=[O:8])[CH2:10]1)=[O:28])=[O:34]. Starting materials: C(C1=CC=CC=C1)[C@@H]1N(C(OC1)=O)C([C@H]([C@H](O)C1=C(C=C(C=C1)OCC1=CC=CC=C1)Cl)OCC)=O ((S)-4-benzyl-3-[(2S,3R)-3-(4-benzyloxy-2-chloro-phenyl)-2-ethoxy-3-hydroxy-propionyl]-oxazolidin-2-one), C[O-].[Na+] (sodium methoxide). Solvent: CO (methanol). Yields the product COC([C@H]([C@H](O)C1=C(C=C(C=C1)OCC1=CC=CC=C1)Cl)OCC)=O ((2S,3R)-3-(4-benzyloxy-2-chloro-phenyl)-2-ethoxy-3-hydroxy-propionic acid methyl ester). RXN SMILES: C([C@H]1COC(=O)N1[C:14](=[O:36])[C@@H:15]([O:33][CH2:34][CH3:35])[C@@H:16]([C:18]1[CH:23]=[CH:22][C:21]([O:24][CH2:25][C:26]2[CH:31]=[CH:30][CH:29]=[CH:28][CH:27]=2)=[CH:20][C:19]=1[Cl:32])[OH:17])C1C=CC=CC=1.[CH3:37][O-:38].[Na+]>CO>[CH3:37][O:38][C:14](=[O:36])[C@@H:15]([O:33][CH2:34][CH3:35])[C@@H:16]([C:18]1[CH:23]=[CH:22][C:21]([O:24][CH2:25][C:26]2[CH:27]=[CH:28][CH:29]=[CH:30][CH:31]=2)=[CH:20][C:19]=1[Cl:32])[OH:17] |f:1.2|. Reported procedure: In analogy to the procedure described in example 1 b], (S)-4-benzyl-3-[(2S,3R)-3-(4-benzyloxy-2-chloro-phenyl)-2-ethoxy-3-hydroxy-propionyl]-oxazolidin-2-one was treated with sodium methoxide in methanol to give (2S,3R)-3-(4-benzyloxy-2-chloro-phenyl)-2-ethoxy-3-hydroxy-propionic acid methyl ester as colorless liquid. According to 1H-NMR spectroscopy, one single diastereomer was obtained.